Dataset: the Open Reaction Database (ORD), a public repository of structured organic reaction records. Task: describe an organic reaction: reactants, conditions, products, and yield Starting materials: CC(C)CC(C(N)=O)N(Cc1ccc(C(=O)O)cc1)S(=O)(=O)c1ccc(Cl)cc1, C1COCCN1, CCN=C=NCCCN(C)C, CCN(C(C)C)C(C)C, Cl, CN(C)C=O, On1nnc2ccccc21, O=C(O)CC(O)(CC(=O)O)C(=O)O. Yields the product CC(C)CC(C(N)=O)N(Cc1ccc(C(=O)N2CCOCC2)cc1)S(=O)(=O)c1ccc(Cl)cc1. RXN SMILES: [C:1]([NH2:2])(=[O:3])[CH:4]([CH2:5][CH:6]([CH3:7])[CH3:8])[N:9]([S:10](=[O:11])(=[O:12])[c:13]1[cH:14][cH:15][c:16]([Cl:19])[cH:17][cH:18]1)[CH2:20][c:21]1[cH:22][cH:23][c:24]([C:25](=[O:26])[OH:27])[cH:28][cH:29]1.[CH2:30]1[CH2:31][O:32][CH2:33][CH2:34][NH:35]1.[CH3:47][N:48]([CH3:49])[CH2:50][CH2:51][CH2:52][N:53]=[C:54]=[N:55][CH2:56][CH3:57].[CH:58]([N:59]([CH2:60][CH3:61])[CH:62]([CH3:63])[CH3:64])([CH3:65])[CH3:66].[ClH:46].[O:80]=[CH:81][N:82]([CH3:83])[CH3:84].[OH:36][n:37]1[c:38]2[cH:39][cH:40][cH:41][cH:42][c:43]2[n:44][n:45]1.[OH:67][C:68]([CH2:69][C:70]([C:71](=[O:72])[OH:73])([CH2:74][C:75](=[O:76])[OH:77])[OH:78])=[O:79]>>[C:1]([NH2:2])(=[O:3])[CH:4]([CH2:5][CH:6]([CH3:7])[CH3:8])[N:9]([S:10](=[O:11])(=[O:12])[c:13]1[cH:14][cH:15][c:16]([Cl:19])[cH:17][cH:18]1)[CH2:20][c:21]1[cH:22][cH:23][c:24]([C:25](=[O:27])[N:35]2[CH2:30][CH2:31][O:32][CH2:33][CH2:34]2)[cH:28][cH:29]1. Reactants: O=C1NC(=O)c2ccccc21, CCOC(=O)N=NC(=O)OCC, C1CCOC1, CC1(C)CN(CC(O)c2ccccc2)c2nc(-c3ccncc3)cc(=O)n2C1. Product: CC1(C)CN(CC(c2ccccc2)N2C(=O)c3ccccc3C2=O)c2nc(-c3ccncc3)cc(=O)n2C1. Reaction SMILES: [O:29]=[C:30]1[NH:31][C:32](=[O:33])[c:34]2[cH:35][cH:36][cH:37][cH:38][c:39]21.[O:40]=[C:41]([O:42][CH2:43][CH3:44])[N:45]=[N:46][C:47]([O:48][CH2:49][CH3:50])=[O:51].[O:52]1[CH2:53][CH2:54][CH2:55][CH2:56]1.[OH:1][CH:2]([CH2:3][N:4]1[CH2:5][C:6]([CH3:21])([CH3:22])[CH2:7][n:8]2[c:9]1[n:10][c:11](-[c:15]1[cH:16][cH:17][n:18][cH:19][cH:20]1)[cH:12][c:13]2=[O:14])[c:23]1[cH:24][cH:25][cH:26][cH:27][cH:28]1>>[CH:2]([CH2:3][N:4]1[CH2:5][C:6]([CH3:21])([CH3:22])[CH2:7][n:8]2[c:9]1[n:10][c:11](-[c:15]1[cH:16][cH:17][n:18][cH:19][cH:20]1)[cH:12][c:13]2=[O:14])([c:23]1[cH:24][cH:25][cH:26][cH:27][cH:28]1)[N:31]1[C:30](=[O:29])[c:39]2[c:34]([cH:35][cH:36][cH:37][cH:38]2)[C:32]1=[O:33]. Starting materials: FC(S(=O)C=1C=CC2=C(N=CO2)C1)(F)F (5-trifluoromethylsulfinylbenzoxazole), BrC1=C(C=C(C=C1)SC(F)(F)F)SCC (1-bromo-2-ethylsulfanyl-4-trifluoromethylsulfanylbenzene), C1(=CC=CC=C1)P(C1=CC=CC=C1)C1=CC=CC=C1 (triphenylphosphine), C([O-])([O-])=O.[K+].[K+] (potassium carbonate). Reagents/catalysts: C(C)(=O)[O-].[Pd+2].C(C)(=O)[O-] (palladium(II) acetate), O.C(C)(=O)[O-].[Cu+2].C(C)(=O)[O-] (copper(II) acetate monohydrate). Run in O (water), C(C)(=O)OCC (Ethyl acetate), C1(=CC=CC=C1)C (toluene). The product is C(C)SC1=C(C=CC(=C1)SC(F)(F)F)C=1OC2=C(N1)C=C(C=C2)SC(F)(F)F (2-(2-ethylsulfanyl-4-trifluoromethylsulfanyl-phenyl)-5-trifluoromethylsulfanylbenzoxazole). Yield: 15.5%. RXN SMILES: [F:1][C:2]([F:15])([F:14])[S:3]([C:5]1[CH:6]=[CH:7][C:8]2[O:12][CH:11]=[N:10][C:9]=2[CH:13]=1)=O.Br[C:17]1[CH:22]=[CH:21][C:20]([S:23][C:24]([F:27])([F:26])[F:25])=[CH:19][C:18]=1[S:28][CH2:29][CH3:30].C1(P(C2C=CC=CC=2)C2C=CC=CC=2)C=CC=CC=1.C(=O)([O-])[O-].[K+].[K+]>C([O-])(=O)C.[Pd+2].C([O-])(=O)C.O.C([O-])(=O)C.[Cu+2].C([O-])(=O)C.O.C(OCC)(=O)C.C1(C)C=CC=CC=1>[CH2:29]([S:28][C:18]1[CH:19]=[C:20]([S:23][C:24]([F:27])([F:25])[F:26])[CH:21]=[CH:22][C:17]=1[C:11]1[O:12][C:8]2[CH:7]=[CH:6][C:5]([S:3][C:2]([F:15])([F:14])[F:1])=[CH:13][C:9]=2[N:10]=1)[CH3:30] |f:3.4.5,6.7.8,9.10.11.12|. Reported procedure: A mixture of 0.10 g of 5-trifluoromethylsulfinylbenzoxazole, 0.15 g of 1-bromo-2-ethylsulfanyl-4-trifluoromethylsulfanylbenzene, 0.01 g of palladium(II) acetate, 0.01 g of triphenylphosphine, 0.02 g of copper(II) acetate monohydrate, 0.13 g of potassium carbonate and 3 ml of toluene was stirred under heating and refluxing for 2 hours. Ethyl acetate and water were added to the cooled reaction mixture, and the mixture was extracted with ethyl acetate and then dried with anhydrous sodium sulfate. T... The reactants are C(C1=CC=CC=C1)(=O)C=1C(=C(C=CC1)C(C(=O)O)C(=O)O)[N+](=O)[O-] (2-(3-benzoyl-2-nitrophenyl)propanedioic acid). Solvent: S(O)(O)(=O)=O (sulfuric acid), C(C)(=O)O (acetic acid). Product: C(C1=CC=CC=C1)(=O)C=1C(=C(C=CC1)CC(=O)O)[N+](=O)[O-] (3-Benzoyl-2-nitrobenzeneacetic Acid). Yield: 47.9%. Reaction SMILES: [C:1]([C:9]1[C:10]([N+:22]([O-:24])=[O:23])=[C:11]([CH:15](C(O)=O)[C:16]([OH:18])=[O:17])[CH:12]=[CH:13][CH:14]=1)(=[O:8])[C:2]1[CH:7]=[CH:6][CH:5]=[CH:4][CH:3]=1>S(=O)(=O)(O)O.C(O)(=O)C>[C:1]([C:9]1[C:10]([N+:22]([O-:24])=[O:23])=[C:11]([CH2:15][C:16]([OH:18])=[O:17])[CH:12]=[CH:13][CH:14]=1)(=[O:8])[C:2]1[CH:3]=[CH:4][CH:5]=[CH:6][CH:7]=1. Reported procedure: A solution of 11.5 g (0.03 mole) of 2-(3-benzoyl-2-nitrophenyl)propanedioic acid in 50 ml of 20% sulfuric acid and 50 ml of acetic acid was heated at reflux under a nitrogen atmosphere overnight. The solution was concentrated and the residue was made basic with 450 ml of 2N potassium bicarbonate. The mixture was extracted twice with diethylether and the aqueous layer was made acidic with 20 ml of conc. sulfuric acid. The solid which precipitated was collected by filtration, washed with water, re...